This data is from the Open Reaction Database (ORD), a public repository of structured organic reaction records. The task is: describe an organic reaction: reactants, conditions, products, and yield Starting materials: ClCCCl, Nc1nc2c(Cl)nc3ccccc3c2n1CCCO, O=S(Cl)Cl. Product: Nc1nc2c(Cl)nc3ccccc3c2n1CCCCl. Reaction SMILES: [Cl:24][CH2:25][CH2:26][Cl:27].[NH2:1][c:2]1[n:3]([CH2:16][CH2:17][CH2:18][OH:19])[c:4]2[c:5]([c:6]([Cl:14])[n:7][c:8]3[cH:9][cH:10][cH:11][cH:12][c:13]23)[n:15]1.[S:20]([Cl:21])([Cl:22])=[O:23]>>[NH2:1][c:2]1[n:3]([CH2:16][CH2:17][CH2:18][Cl:22])[c:4]2[c:5]([c:6]([Cl:14])[n:7][c:8]3[cH:9][cH:10][cH:11][cH:12][c:13]23)[n:15]1. Reactants: BrC=1C(=CC=2N(C1)C(=CN2)C=O)C (6-bromo-7-methylimidazo[1,2-a]pyridine-3-carbaldehyde), BrC=1C(=CC=2N(C1)C(=CN2)C=O)C (6-bromo-7-methylimidazo[1,2-a]pyridine-3-carbaldehyde), N1=CC(=CC=C1)B(O)O (Pyridine-3-boronic acid), dichlorobis (triphenylphosphine) palladium (II), C(=O)([O-])[O-].[Na+].[Na+] (Na2CO3), CN(C)C=O (DMF). The solvent is C(C)(=O)OCC (ethyl acetate). Yields the product CC1=CC=2N(C=C1C=1C=NC=CC1)C(=CN2)C=O (7-methyl-6-(pyridin-3-yl) imidazo[1,2-a]pyridine-3-carbaldehyde). Isolated yield 62.0%. As a reaction SMILES: Br[C:2]1[C:3]([CH3:13])=[CH:4][C:5]2[N:6]([C:8]([CH:11]=[O:12])=[CH:9][N:10]=2)[CH:7]=1.[N:14]1[CH:19]=[CH:18][CH:17]=[C:16](B(O)O)[CH:15]=1.C([O-])([O-])=O.[Na+].[Na+].CN(C=O)C>C(OCC)(=O)C>[CH3:13][C:3]1[C:2]([C:16]2[CH:15]=[N:14][CH:19]=[CH:18][CH:17]=2)=[CH:7][N:6]2[C:8]([CH:11]=[O:12])=[CH:9][N:10]=[C:5]2[CH:4]=1 |f:2.3.4|. Procedure: 6-bromo-7-methylimidazo[1,2-a]pyridine-3-carbaldehyde (Compound of step 1, 2000 mg, 7.90 mmol), Pyridine-3-boronic acid (1170 mg, 9.49 mmol), dichlorobis (triphenylphosphine) palladium (II) (200 mg, 10% mmol) and 2M aqueous Na2CO3 (7 mL) were added to DMF (25 mL) and refluxed for 2 hours. The reaction mixture was diluted with ethyl acetate and washed with H2O and brine. The solvent was evaporated to obtain crude product, which was purified by column chromatography (silica gel, 1% methanol in chl... Starting materials: C(C)N1C[C@H](CC1)N(C(=O)CC1=C(C=CC(=C1)F)S(=O)(=O)NC1=CC=C2C3C(COC2=C1C(=O)OC)C3)C (methyl (1aRS,7bSR)-5-(2-{[N—((S)-1-ethylpyrrolidin-3-yl)-N-methylcarbamoyl]-methyl}-4-fluorobenzenesulfonylamino)-1,1a,2,7b-tetrahydrocyclopropa[c]chromene-4-carboxylate), Cl.Cl.C(C)N1C[C@@H](CC1)NC (N—((R)-1-ethylpyrrolidin-3-yl)-N-methylamine dihydrochloride), Cl.Cl.C(C)N1C[C@@H](CC1)NC (N—((R)-1-ethylpyrrolidin-3-yl)-N-methylamine dihydrochloride), C(=O)(O)CC1=C(C=CC(=C1)F)S(=O)(=O)NC1=CC=C2C3C(COC2=C1C(=O)OC)C3 (methyl (1aRS,7bSR)-5-(2-carboxymethyl-4-fluorobenzenesulfonylamino)-1,1a,2,7b-tetrahydrocyclopropa[c]chromene-4-carboxylate), C(=O)(O)CC1=C(C=CC(=C1)F)S(=O)(=O)NC1=CC=C2C3C(COC2=C1C(=O)OC)C3 (methyl (1aRS,7bSR)-5-(2-carboxymethyl-4-fluorobenzenesulfonylamino)-1,1a,2,7b-tetrahydrocyclopropa[c]chromene-4-carboxylate). Product: C(C)N1C[C@@H](CC1)N(C(=O)CC1=C(C=CC(=C1)F)S(=O)(=O)NC1=CC=C2C3C(COC2=C1C(=O)OC)C3)C (Methyl (1aRS,7bSR)-5-(2-{[N—((R)-1-ethylpyrrolidin-3-yl)-N-methyl-carbamoyl]methyl}-4-fluorobenzenesulfonylamino)-1,1a,2,7b-tetrahydrocyclopropa-[c]chromene-4-carboxylate). RXN SMILES: [CH2:1]([N:3]1[CH2:7][CH2:6][C@H:5]([N:8]([CH3:38])[C:9]([CH2:11][C:12]2[CH:17]=[C:16]([F:18])[CH:15]=[CH:14][C:13]=2[S:19]([NH:22][C:23]2[C:32]([C:33]([O:35][CH3:36])=[O:34])=[C:31]3[C:26]([CH:27]4[CH2:37][CH:28]4[CH2:29][O:30]3)=[CH:25][CH:24]=2)(=[O:21])=[O:20])=[O:10])[CH2:4]1)[CH3:2].C(CC1C=C(F)C=CC=1S(NC1C(C(OC)=O)=C2C(C3CC3CO2)=CC=1)(=O)=O)(O)=O.Cl.Cl.C(N1CC[C@@H](NC)C1)C>>[CH2:1]([N:3]1[CH2:7][CH2:6][C@@H:5]([N:8]([CH3:38])[C:9]([CH2:11][C:12]2[CH:17]=[C:16]([F:18])[CH:15]=[CH:14][C:13]=2[S:19]([NH:22][C:23]2[C:32]([C:33]([O:35][CH3:36])=[O:34])=[C:31]3[C:26]([CH:27]4[CH2:37][CH:28]4[CH2:29][O:30]3)=[CH:25][CH:24]=2)(=[O:21])=[O:20])=[O:10])[CH2:4]1)[CH3:2] |f:2.3.4|. Procedure details: Prepared by proceeding in a similar manner to Intermediate 126, starting from methyl (1aRS,7bSR)-5-(2-carboxymethyl-4-fluorobenzenesulfonylamino)-1,1a,2,7b-tetrahydro-cyclopropa[c]chromene-4-carboxylate (Intermediate 83) and N—((R)-1-ethylpyrrolidin-3-yl)-N-methylamine dihydrochloride (Intermediate 132) as a light brown foam. Reactants: C(C)(C)(C)OC(CCN(C(C)=O)N1C(N[C@H](C1=O)CCCNC(=N)N)=O)=O ([5-(S)-(3-guanidinopropyl)-2,4-dioxoimidazolidin-3-yl]-acetyl-β-alanine tert-butyl ester). The solvent is FC(C(=O)O)(F)F (trifluoroacetic acid). Run at time 1 hour. Yields the product N(C(=N)N)CCC[C@H]1C(N(C(N1)=O)N(CCC(=O)O)C(C)=O)=O ([5-(S)-(3-Guanidinopropyl)-2,4-dioxoimidazolidin-3-yl]-acetyl-β-alanine). RXN SMILES: C([O:5][C:6](=[O:27])[CH2:7][CH2:8][N:9]([N:13]1[C:17](=[O:18])[C@H:16]([CH2:19][CH2:20][CH2:21][NH:22][C:23]([NH2:25])=[NH:24])[NH:15][C:14]1=[O:26])[C:10](=[O:12])[CH3:11])(C)(C)C>FC(F)(F)C(O)=O>[NH:22]([CH2:21][CH2:20][CH2:19][C@@H:16]1[NH:15][C:14](=[O:26])[N:13]([N:9]([C:10](=[O:12])[CH3:11])[CH2:8][CH2:7][C:6]([OH:27])=[O:5])[C:17]1=[O:18])[C:23]([NH2:25])=[NH:24]. Procedure details: 1.3 g of [5-(S)-(3-guanidinopropyl)-2,4-dioxoimidazolidin-3-yl]-acetyl-β-alanine tert-butyl ester are dissolved in 15 ml of 90% strength aqueous trifluoroacetic acid. The mixture is left to stand at room temperature for one hour and concentrated. The residue is dissolved in water and extracted by shaking 3 times with diethyl ether. The aqueous solution is filtered off to remove the insoluble material and freeze-dried.